From a dataset of the Open Reaction Database (ORD), a public repository of structured organic reaction records. describe an organic reaction: reactants, conditions, products, and yield Reactants: ice water, [OH-].[Na+] (sodium hydroxide), ClC1=C(N=C(S1)NC=O)CC(=O)N[C@H]1[C@@H]2N(C(=C(CS2)C=2SC(=NN2)C)C(=S)O)C1=O (7β-[2-(5-chloro-2-formylaminothiazol-4-yl)acetamido]-3-(5-methyl-1,3,4-thiadiazol-2-yl)thio-3-cephem-4-carboxylic acid), CO (methanol), Cl (hydrochloric acid), Cl (hydrochloric acid). The solvent is C(C)(=O)OCC (ethyl acetate), C(C)(=O)OCC (ethyl acetate), C(C)(=O)OCC (ethyl acetate), O1CCCC1 (tetrahydrofuran). Run at temperature 35 celsius, time 5 hour. Yields the product NC=1SC(=C(N1)CC(=O)N[C@H]1[C@@H]2N(C(=C(CS2)C=2SC(=NN2)C)C(=S)O)C1=O)Cl (7β-[2-(2-amino-5-chlorothiazol-4-yl)acetamido]-3-(5-methyl-1,3,4-thiadiazol-2-yl)thio-3-cephem-4-carboxylic acid). Yield: 52.3%. Reaction SMILES: [Cl:1][C:2]1[S:6][C:5]([NH:7]C=O)=[N:4][C:3]=1[CH2:10][C:11]([NH:13][C@@H:14]1[C:30](=[O:31])[N:16]2[C:17]([C:27]([OH:29])=[S:28])=[C:18]([C:21]3[S:22][C:23]([CH3:26])=[N:24][N:25]=3)[CH2:19][S:20][C@H:15]12)=[O:12].CO.Cl.[OH-].[Na+]>C(OCC)(=O)C.O1CCCC1>[NH2:7][C:5]1[S:6][C:2]([Cl:1])=[C:3]([CH2:10][C:11]([NH:13][C@@H:14]2[C:30](=[O:31])[N:16]3[C:17]([C:27]([OH:29])=[S:28])=[C:18]([C:21]4[S:22][C:23]([CH3:26])=[N:24][N:25]=4)[CH2:19][S:20][C@H:15]23)=[O:12])[N:4]=1 |f:3.4|. Reported procedure: To a suspension of 7β-[2-(5-chloro-2-formylaminothiazol-4-yl)acetamido]-3-(5-methyl-1,3,4-thiadiazol-2-yl)thio-3-cephem-4-carboxylic acid (380 mg), methanol (4 ml) and tetrahydrofuran (4 ml) was conc-hydrochloric acid (153 μl). The mixture was stirred for 5 hours at 35° C. The reaction mixture was added to a mixture of ethyl acetate (20 ml) and ice-water (50 ml). To the aqueous solution was added ethyl acetate (20 ml). The mixture was adjusted to pH 7 with 1N-sodium hydroxide solution. To the se... Reactants: O (water), COC1=CC=C(C=C1)C(=O)C(=O)C1=CC=C(C=C1)OC (4,4′-Dimethoxybenzil), Br (HBr), Br (HBr). Solvent: C(C)(=O)O (acetic acid). Conditions: temperature 110 celsius, time 70 hour. Product: OC1=CC=C(C=C1)C(=O)C(=O)C1=CC=C(C=C1)O (4,4′-dihydroxybenzil). RXN SMILES: C[O:2][C:3]1[CH:8]=[CH:7][C:6]([C:9]([C:11]([C:13]2[CH:18]=[CH:17][C:16]([O:19]C)=[CH:15][CH:14]=2)=[O:12])=[O:10])=[CH:5][CH:4]=1.Br.O>C(O)(=O)C>[OH:2][C:3]1[CH:4]=[CH:5][C:6]([C:9]([C:11]([C:13]2[CH:14]=[CH:15][C:16]([OH:19])=[CH:17][CH:18]=2)=[O:12])=[O:10])=[CH:7][CH:8]=1. Procedure details: 4,4′-Dimethoxybenzil (5.0 g) was dissolved in acetic acid (95 mL). To the solution, 48 mass % aqueous HBr (31.2 g) was added dropwise at 70° C. over 10 minutes. After addition of HBr, the mixture was stirred at 110° C. for 70 hours. Subsequently, water (150 g) was added to the mixture, to thereby crystallize the product. The crude crystals were recovered through filtration and washed with water (250 g), followed by drying, to thereby yield 4.0 g of 4,4′-dihydroxybenzil as a target product. Reactants: [Cl-].[NH4+] (ammonium chloride), COCOC=1C=NC=CC1 (3-(methoxymethoxy)pyridine), CCCCC.C(C)(C)(C)[Li] (t-butyllithium n-pentane), COC(=O)C1=CC=C(C=O)C=C1 (4-methoxycarbonylbenzaldehyde). The solvent is C(C)OCC (diethyl ether), C(C)OCC (diethyl ether). Run at temperature -70 celsius, time 1 hour. Product: COC(=O)C1=CC=C(C=C1)C(O)C1=C(C=NC=C1)OCOC ((4-methoxycarbonylphenyl)-[3-(methoxymethoxy)pyridin-4-yl]-methanol). Yield: 9.4%. As a reaction SMILES: [CH3:1][O:2][CH2:3][O:4][C:5]1[CH:6]=[N:7][CH:8]=[CH:9][CH:10]=1.CCCCC.C([Li])(C)(C)C.[CH3:21][O:22][C:23]([C:25]1[CH:32]=[CH:31][C:28]([CH:29]=[O:30])=[CH:27][CH:26]=1)=[O:24].[Cl-].[NH4+]>C(OCC)C>[CH3:21][O:22][C:23]([C:25]1[CH:32]=[CH:31][C:28]([CH:29]([C:10]2[CH:9]=[CH:8][N:7]=[CH:6][C:5]=2[O:4][CH2:3][O:2][CH3:1])[OH:30])=[CH:27][CH:26]=1)=[O:24] |f:1.2,4.5|. Reported procedure: Next, to a mixture of 3-(methoxymethoxy)pyridine (10.0 g, 71.9 mmol) and diethyl ether (1000 ml), a 1.47 mol/L t-butyllithium n-pentane solution (62 ml, 86.2 mmol) was added dropwise at −70° C. over 25 minutes. After stirring at −70° C. for 1 hour, a solution of 4-methoxycarbonylbenzaldehyde (14.0 g, 90.5 mmol) in diethyl ether (80 mL) was added over 30 minutes and stirred at −70° C. for 1.5 hours. After warming to room temperature, the reaction mixture was poured into saturated aqueous ammonium... Reactants: O1C(OCC1)C(=O)[O-] (dioxolanate), O1CCCC1 (tetrahydrofuran), C([C@@H](O)CC(=O)O)(=O)O ((S)-malic acid), C([C@@H](O)CC(=O)O)(=O)O ((S)-malic acid). The reagents and catalysts are COC(C)(C)OC (dimethoxypropane), C1(=CC=C(C=C1)S(=O)(=O)O)C (p-toluenesulfonic acid). Conditions: time 11 hour. Yields the product OCC[C@H]1C(OC(O1)(C)C)=O ((S)-5-(2-Hydroxyethyl)-2,2-dimethyl-1,3-dioxolan-4-one). RXN SMILES: O1CCOC1C([O-])=O.[C:9]([OH:17])(=[O:16])[C@H:10]([CH2:12][C:13]([OH:15])=O)[OH:11].O1C[CH2:21][CH2:20][CH2:19]1>COC(OC)(C)C.C1(C)C=CC(S(O)(=O)=O)=CC=1>[OH:15][CH2:13][CH2:12][C@@H:10]1[O:11][C:20]([CH3:21])([CH3:19])[O:17][C:9]1=[O:16]. Reported procedure: In a 500 mL flame-dried round bottom flask fitted with a septum and under argon was placed 11.0 g (63.2 mmol) of the dioxolanate of (S)-malic acid (prepared by reaction of commercially available (S)-malic acid with excess dimethoxypropane and p-toluenesulfonic acid as a catalyst) dissolved in 200 mL anhydrous tetrahydrofuran. The reaction was cooled (-20° C. to -30° C.) and 70 mL of 1 M borane-tetrahydrofuran complex was added dropwise over 2 h. Following addition the reaction vessel was placed ... Starting materials: O=C1CCC(=O)N1Br, CCCc1sc(C(=O)OC)cc1-c1ccnn1C, C1CCOC1. Yields the product CCCc1sc(C(=O)OC)cc1-c1c(Br)cnn1C. As a reaction SMILES: [Br:19][N:20]1[C:21](=[O:22])[CH2:23][CH2:24][C:25]1=[O:26].[CH3:1][n:2]1[n:3][cH:4][cH:5][c:6]1-[c:7]1[cH:8][c:9]([C:15](=[O:16])[O:17][CH3:18])[s:10][c:11]1[CH2:12][CH2:13][CH3:14].[O:27]1[CH2:28][CH2:29][CH2:30][CH2:31]1>>[CH3:1][n:2]1[n:3][cH:4][c:5]([Br:19])[c:6]1-[c:7]1[cH:8][c:9]([C:15](=[O:16])[O:17][CH3:18])[s:10][c:11]1[CH2:12][CH2:13][CH3:14]. Starting materials: ClC=1C=C(C=CC1)[C@H](CN(C(OC(C)(C)C)=O)CCC1=CC=C(C=C1)O)O (tert-butyl [(2R)-2-(3-chlorophenyl)-2-hydroxyethyl][2-(4-hydroxyphenyl)ethyl]carbamate), OCC=1C=C(OCC(=O)OCC)C=CC1 (ethyl [3-(hydroxymethyl)phenoxy]acetate), C1(=CC=CC=C1)P(C1=CC=CC=C1)C1=CC=CC=C1 (triphenyl phosphine), N(=NC(=O)OCC)C(=O)OCC (diethyl azodicarboxylate). Run in O1CCCC1 (tetrahydrofuran). Reaction conditions: time 12 hour. Yields the product C(C)(C)(C)OC(=O)N(CCC1=CC=C(OCC=2C=C(OCC(=O)OCC)C=CC2)C=C1)C[C@H](O)C1=CC(=CC=C1)Cl (ethyl [3-[[4-[2-[(tert-butoxycarbonyl)[(2R)-2-(3-chlorophenyl)-2-hydroxyethyl]amino]ethyl]phenoxy]methyl]-phenoxy]acetate). The yield is 46.5%. As a reaction SMILES: [Cl:1][C:2]1[CH:3]=[C:4]([C@@H:8]([OH:27])[CH2:9][N:10]([CH2:18][CH2:19][C:20]2[CH:25]=[CH:24][C:23]([OH:26])=[CH:22][CH:21]=2)[C:11](=[O:17])[O:12][C:13]([CH3:16])([CH3:15])[CH3:14])[CH:5]=[CH:6][CH:7]=1.O[CH2:29][C:30]1[CH:31]=[C:32]([CH:40]=[CH:41][CH:42]=1)[O:33][CH2:34][C:35]([O:37][CH2:38][CH3:39])=[O:36].C1(P(C2C=CC=CC=2)C2C=CC=CC=2)C=CC=CC=1.N(C(OCC)=O)=NC(OCC)=O>O1CCCC1>[C:13]([O:12][C:11]([N:10]([CH2:9][C@@H:8]([C:4]1[CH:5]=[CH:6][CH:7]=[C:2]([Cl:1])[CH:3]=1)[OH:27])[CH2:18][CH2:19][C:20]1[CH:25]=[CH:24][C:23]([O:26][CH2:29][C:30]2[CH:31]=[C:32]([CH:40]=[CH:41][CH:42]=2)[O:33][CH2:34][C:35]([O:37][CH2:38][CH3:39])=[O:36])=[CH:22][CH:21]=1)=[O:17])([CH3:16])([CH3:14])[CH3:15]. Procedure details: Under nitrogen at 5° C., to a solution of tert-butyl [(2R)-2-(3-chlorophenyl)-2-hydroxyethyl][2-(4-hydroxyphenyl)ethyl]carbamate (1.5 g), ethyl [3-(hydroxymethyl)phenoxy]acetate (885 mg) and triphenyl phosphine (1.1 g) in tetrahydrofuran (30 ml) was added diethyl azodicarboxylate (0.66 ml). The mixture was stirred at room temperature for 12 hours and evaporated under reduced pressure. The residue was purified by column chromatography on silica gel (hexane/ethyl acetate=2/1) to give ethyl [3-[[4-... Starting materials: COC(=O)c1cc(Br)cc2c1OC(c1ccccc1)(c1ccccc1)O2, Cc1ccc(CBr)cc1, [K+], [K+], [K+], CC(=O)[O-], O=C([O-])[O-], c1ccc(P(c2ccccc2)(c2ccccc2)[Pd](P(c2ccccc2)(c2ccccc2)c2ccccc2)(P(c2ccccc2)(c2ccccc2)c2ccccc2)P(c2ccccc2)(c2ccccc2)c2ccccc2)cc1. Product: COC(=O)c1cc(Cc2ccc(C)cc2)cc2c1OC(c1ccccc1)(c1ccccc1)O2. As a reaction SMILES: [Br:1][c:2]1[cH:3][c:4]([C:23](=[O:24])[O:25][CH3:26])[c:5]2[c:6]([cH:22]1)[O:7][C:8]([c:10]1[cH:11][cH:12][cH:13][cH:14][cH:15]1)([c:16]1[cH:17][cH:18][cH:19][cH:20][cH:21]1)[O:9]2.[Br:32][CH2:33][c:34]1[cH:35][cH:36][c:37]([CH3:40])[cH:38][cH:39]1.[K+:31].[K+:41].[K+:42].[O-:27][C:28]([CH3:29])=[O:30].[O-:43][C:44]([O-:45])=[O:46].[cH:47]1[cH:48][cH:49][c:50]([P:51]([Pd:52]([P:53]([c:54]2[cH:55][cH:56][cH:57][cH:58][cH:59]2)([c:60]2[cH:61][cH:62][cH:63][cH:64][cH:65]2)[c:66]2[cH:67][cH:68][cH:69][cH:70][cH:71]2)([P:72]([c:73]2[cH:74][cH:75][cH:76][cH:77][cH:78]2)([c:79]2[cH:80][cH:81][cH:82][cH:83][cH:84]2)[c:85]2[cH:86][cH:87][cH:88][cH:89][cH:90]2)[P:91]([c:92]2[cH:93][cH:94][cH:95][cH:96][cH:97]2)([c:98]2[cH:99][cH:100][cH:101][cH:102][cH:103]2)[c:104]2[cH:105][cH:106][cH:107][cH:108][cH:109]2)([c:110]2[cH:111][cH:112][cH:113][cH:114][cH:115]2)[c:116]2[cH:117][cH:118][cH:119][cH:120][cH:121]2)[cH:122][cH:123]1>>[c:2]1([CH2:33][c:34]2[cH:35][cH:36][c:37]([CH3:40])[cH:38][cH:39]2)[cH:3][c:4]([C:23](=[O:24])[O:25][CH3:26])[c:5]2[c:6]([cH:22]1)[O:7][C:8]([c:10]1[cH:11][cH:12][cH:13][cH:14][cH:15]1)([c:16]1[cH:17][cH:18][cH:19][cH:20][cH:21]1)[O:9]2.